The task is: describe an organic reaction: reactants, conditions, products, and yield. This data is from the Open Reaction Database (ORD), a public repository of structured organic reaction records. RXN SMILES: Cl.[CH2:2]([NH:9][CH2:10][CH2:11][C:12]([F:15])([F:14])[F:13])[C:3]1[CH:8]=[CH:7][CH:6]=[CH:5][CH:4]=1.C(N(C(C)C)CC)(C)C.Cl[CH2:26][C:27]1[S:31][C:30]([NH:32][C:33]2[C:38]([Cl:39])=[CH:37][C:36]([Cl:40])=[CH:35][C:34]=2[Cl:41])=[N:29][C:28]=1[C:42]([F:45])([F:44])[F:43].CCOCC>C(Cl)Cl>[CH2:2]([N:9]([CH2:26][C:27]1[S:31][C:30]([NH:32][C:33]2[C:34]([Cl:41])=[CH:35][C:36]([Cl:40])=[CH:37][C:38]=2[Cl:39])=[N:29][C:28]=1[C:42]([F:44])([F:43])[F:45])[CH2:10][CH2:11][C:12]([F:14])([F:13])[F:15])[C:3]1[CH:8]=[CH:7][CH:6]=[CH:5][CH:4]=1 |f:0.1|. The product is C(C1=CC=CC=C1)N(CCC(F)(F)F)CC1=C(N=C(S1)NC1=C(C=C(C=C1Cl)Cl)Cl)C(F)(F)F ((5-{[Benzyl-(3,3,3-trifluoropropyl)-amino]-methyl}-4-trifluoromethylthiazol-2-yl)-(2,4,6-trichlorophenyl)-amine). Run in C(Cl)Cl (methylene chloride). Procedure details: A stirred suspension of benzyl-3,3,3-trifluoropropyl-amine hydrochloride (152.8 mg, 3 equiv.) in methylene chloride (10 mL) at room temperature was treated with diisopropylethylamine (0.132 mL, 3 equiv.). Within a few minutes the mixture became homogeneous and then a 12.5 mg/mL solution of (5-chloromethyl-4-trifluoromethyl-thiazol-2-yl)-(2,4,6-trichloro-phenyl)-amine in ether (8 mL, 0.2525 mmoles) was added all at once. After 12 hours at room temperature, the mixture was evaporated and the resid... Conditions: time 12 hour. Yield: 94.0%. Starting materials: Cl.C(C1=CC=CC=C1)NCCC(F)(F)F (benzyl-3,3,3-trifluoropropyl-amine hydrochloride), ClCC1=C(N=C(S1)NC1=C(C=C(C=C1Cl)Cl)Cl)C(F)(F)F ((5-chloromethyl-4-trifluoromethyl-thiazol-2-yl)-(2,4,6-trichloro-phenyl)-amine), CCOCC (ether), C(C)(C)N(CC)C(C)C (diisopropylethylamine). Reaction conditions: time 3 hour. Product: C1(CC1)N(C(=O)[C@H]1CN(CCO1)C(=O)OC(C)(C)C)CC1=CC(=C(C=C1)OC)OCCCOC (tert-butyl(2R)-2-({cyclopropyl[4-methoxy-3-(3-methoxypropoxy)benzyl]amino}carbonyl)morpholin-4-carboxylate). As a reaction SMILES: ON1C2C=CC=CC=2N=N1.Cl.C(N=C=NCCCN(C)C)C.[C:23]([O:27][C:28]([N:30]1[CH2:35][CH2:34][O:33][C@@H:32]([C:36]([OH:38])=O)[CH2:31]1)=[O:29])([CH3:26])([CH3:25])[CH3:24].Cl.[CH3:40][O:41][C:42]1[CH:52]=[CH:51][C:45]([CH2:46][NH:47][CH:48]2[CH2:50][CH2:49]2)=[CH:44][C:43]=1[O:53][CH2:54][CH2:55][CH2:56][O:57][CH3:58]>CN(C)C=O.O.C(N(CC)CC)C>[CH:48]1([N:47]([CH2:46][C:45]2[CH:51]=[CH:52][C:42]([O:41][CH3:40])=[C:43]([O:53][CH2:54][CH2:55][CH2:56][O:57][CH3:58])[CH:44]=2)[C:36]([C@@H:32]2[O:33][CH2:34][CH2:35][N:30]([C:28]([O:27][C:23]([CH3:24])([CH3:25])[CH3:26])=[O:29])[CH2:31]2)=[O:38])[CH2:49][CH2:50]1 |f:1.2,4.5|. Procedure details: 1-Hydroxybenzotriazole (175 mg), triethylamine (145 μl) and 1-ethyl-3-(3-dimethylaminopropyl)carbodiimide hydrochloride (249 mg) were added to a solution of (2R)-(tert-butoxycarbonyl)morpholin-2-carboxylic acid (200 mg) and N-[4-methoxy-3-(3-methoxypropoxy)benzyl]cyclopropanamine hydrochloride (a compound of Reference Example 1(2), 313 mg) in N,N-dimethylformamide (5 ml) successively and the mixture was stirred at room temperature for 3 hours. Water was added to the mixture under ice-cooling and... The reactants are ON1N=NC2=C1C=CC=C2 (1-Hydroxybenzotriazole), Cl.C(C)N=C=NCCCN(C)C (1-ethyl-3-(3-dimethylaminopropyl)carbodiimide hydrochloride), C(C)(C)(C)OC(=O)N1C[C@@H](OCC1)C(=O)O ((2R)-(tert-butoxycarbonyl)morpholin-2-carboxylic acid), Cl.COC1=C(C=C(CNC2CC2)C=C1)OCCCOC (N-[4-methoxy-3-(3-methoxypropoxy)benzyl]cyclopropanamine hydrochloride). Solvent: CN(C=O)C (N,N-dimethylformamide), C(C)N(CC)CC (triethylamine), O (Water). Reactants: O=C([O-])[O-], CCOC(=O)c1ccc2c(c1)CC(C)(C)C(c1cccc(Br)c1)N2, CN1CCNCC1, CN(C)CC(=O)O, CS(C)=O, Cl, [Cu]I, [K+], [K+]. Product: CCOC(=O)c1ccc2c(c1)CC(C)(C)C(c1cccc(N3CCN(C)CC3)c1)N2. RXN SMILES: [C:40](=[O:41])([O-:42])[O-:43].[CH2:1]([CH3:2])[O:3][C:4](=[O:5])[c:6]1[cH:7][c:8]2[c:13]([cH:14][cH:15]1)[NH:12][CH:11]([c:16]1[cH:17][c:18]([Br:22])[cH:19][cH:20][cH:21]1)[C:10]([CH3:23])([CH3:24])[CH2:9]2.[CH3:25][N:26]1[CH2:27][CH2:28][NH:29][CH2:30][CH2:31]1.[CH3:33][N:34]([CH3:35])[CH2:36][C:37]([OH:38])=[O:39].[CH3:46][S:47](=[O:48])[CH3:49].[ClH:32].[Cu:50][I:51].[K+:44].[K+:45]>>[CH2:1]([CH3:2])[O:3][C:4](=[O:5])[c:6]1[cH:7][c:8]2[c:13]([cH:14][cH:15]1)[NH:12][CH:11]([c:16]1[cH:17][c:18]([N:29]3[CH2:28][CH2:27][N:26]([CH3:25])[CH2:31][CH2:30]3)[cH:19][cH:20][cH:21]1)[C:10]([CH3:23])([CH3:24])[CH2:9]2. The product is CC(C)(C)OC(=O)N1CCC(C(N)C(=O)N2CCSC2)CC1. Reaction SMILES: [CH2:45]1[O:46][CH2:47][CH2:48][CH2:49]1.[ClH:25].[N:1](=[N+:2]=[N-:3])[CH:4]([C:5]([N:6]1[CH2:7][S:8][CH2:9][CH2:10]1)=[O:11])[CH:12]1[CH2:13][CH2:14][N:15]([C:18](=[O:19])[O:20][C:21]([CH3:22])([CH3:23])[CH3:24])[CH2:16][CH2:17]1.[c:26]1([P:27]([c:28]2[cH:29][cH:30][cH:31][cH:32][cH:33]2)[c:34]2[cH:35][cH:36][cH:37][cH:38][cH:39]2)[cH:40][cH:41][cH:42][cH:43][cH:44]1>>[NH2:1][CH:4]([C:5]([N:6]1[CH2:7][S:8][CH2:9][CH2:10]1)=[O:11])[CH:12]1[CH2:13][CH2:14][N:15]([C:18](=[O:19])[O:20][C:21]([CH3:22])([CH3:23])[CH3:24])[CH2:16][CH2:17]1. Starting materials: C1CCOC1, Cl, CC(C)(C)OC(=O)N1CCC(C(N=[N+]=[N-])C(=O)N2CCSC2)CC1, c1ccc(P(c2ccccc2)c2ccccc2)cc1.